This data is from the Open Reaction Database (ORD), a public repository of structured organic reaction records. The task is: describe an organic reaction: reactants, conditions, products, and yield Yields the product C(CCCCCC)NC(NC1=C(C(=O)NC2CCN(CC2)C(=O)OC2=CC=CC=C2)C=CC=C1)=O (2-(N'-n-heptylureido)-N-(1-phenoxy carbonylpiperidin-4-yl)benzamide). RXN SMILES: O([C:8]([NH:10][C:11]1[CH:34]=[CH:33][CH:32]=[CH:31][C:12]=1[C:13]([NH:15][CH:16]1[CH2:21][CH2:20][N:19]([C:22]([O:24][C:25]2[CH:30]=[CH:29][CH:28]=[CH:27][CH:26]=2)=[O:23])[CH2:18][CH2:17]1)=[O:14])=[O:9])C1C=CC=CC=1.[CH2:35]([NH2:42])[CH2:36][CH2:37][CH2:38][CH2:39][CH2:40][CH3:41]>C1(C)C=CC=CC=1>[CH2:35]([NH:42][C:8](=[O:9])[NH:10][C:11]1[CH:34]=[CH:33][CH:32]=[CH:31][C:12]=1[C:13]([NH:15][CH:16]1[CH2:21][CH2:20][N:19]([C:22]([O:24][C:25]2[CH:30]=[CH:29][CH:28]=[CH:27][CH:26]=2)=[O:23])[CH2:18][CH2:17]1)=[O:14])[CH2:36][CH2:37][CH2:38][CH2:39][CH2:40][CH3:41]. Isolated yield 95.0%. Procedure: A solution of 2-phenoxycarbonylamino-N-(1-phenoxylcarbonylpiperidin-4-yl)benzamide (1.6 g, 3.5 mmol) and n-heptylamine (0.45 g, 3.9 mmol) in toluene (20 ml) was refluxed for 4 hours and then concentrated. The residue was purified by column chromatography on silica gel (50% ethyl acetate in petroleum ether) to give 2-(N'-n-heptylureido)-N-(1-phenoxy carbonylpiperidin-4-yl)benzamide: yield 95.0%: mp 142°-144° C.; 1H NMR (CDCl3)ppm: 0.88 (3H, t) 1.28-1.33 (7H, m), 19-1.62 (4H, m), 2.05-2.17 (2H, m)... Solvent: C1(=CC=CC=C1)C (toluene). Starting materials: O(C1=CC=CC=C1)C(=O)NC1=C(C(=O)NC2CCN(CC2)C(=O)OC2=CC=CC=C2)C=CC=C1 (2-phenoxycarbonylamino-N-(1-phenoxylcarbonylpiperidin-4-yl)benzamide), C(CCCCCC)N (n-heptylamine). Reactants: CO, O, c1ccc(-c2ncc(OCCCCOC3CCCCO3)nc2-c2ccccc2)cc1. Yields the product OCCCCOc1cnc(-c2ccccc2)c(-c2ccccc2)n1. As a reaction SMILES: [CH3:32][OH:33].[OH2:31].[c:1]1(-[c:7]2[n:8][cH:9][c:10]([O:19][CH2:20][CH2:21][CH2:22][CH2:23][O:24][CH:25]3[CH2:26][CH2:27][CH2:28][CH2:29][O:30]3)[n:11][c:12]2-[c:13]2[cH:14][cH:15][cH:16][cH:17][cH:18]2)[cH:2][cH:3][cH:4][cH:5][cH:6]1>>[c:1]1(-[c:7]2[n:8][cH:9][c:10]([O:19][CH2:20][CH2:21][CH2:22][CH2:23][OH:24])[n:11][c:12]2-[c:13]2[cH:14][cH:15][cH:16][cH:17][cH:18]2)[cH:2][cH:3][cH:4][cH:5][cH:6]1.